Dataset: the Open Reaction Database (ORD), a public repository of structured organic reaction records. Task: describe an organic reaction: reactants, conditions, products, and yield The product is COC(=O)C1(c2ccc(B3OC(C)(C)C(C)(C)O3)c(Cl)c2)CC1. As a reaction SMILES: [Br:32][CH2:33][CH2:34][Br:35].[CH2:36]1[O:37][CH2:38][CH2:39][CH2:40]1.[CH3:1][Si:2]([N-:3][Si:4]([CH3:5])([CH3:6])[CH3:7])([CH3:8])[CH3:9].[Cl:11][c:12]1[cH:13][c:14]([CH2:27][C:28](=[O:29])[O:30][CH3:31])[cH:15][cH:16][c:17]1[B:18]1[O:19][C:20]([CH3:25])([CH3:26])[C:21]([CH3:23])([CH3:24])[O:22]1.[Li+:10]>>[Cl:11][c:12]1[cH:13][c:14]([C:27]2([C:28](=[O:29])[O:30][CH3:31])[CH2:33][CH2:34]2)[cH:15][cH:16][c:17]1[B:18]1[O:19][C:20]([CH3:25])([CH3:26])[C:21]([CH3:23])([CH3:24])[O:22]1. Reactants: BrCCBr, C1CCOC1, C[Si](C)(C)[N-][Si](C)(C)C, COC(=O)Cc1ccc(B2OC(C)(C)C(C)(C)O2)c(Cl)c1, [Li+]. Reactants: C(C)OC(CCCOC1=C(C(=C(C=C1)C(C)=O)OCCOCCOCCOC1=C(C(=C(C=C1)C(C)=O)O)CCC)CCC)=O (4-[4-acetyl-3-[2-[2-[2-(4-acetyl-3-hydroxy-2-propylphenoxy)ethoxy]ethoxy]ethoxy]-2-propylphenoxy]butanoic acid ethyl ester), [OH-].[Na+] (sodium hydroxide). The solvent is CO (methanol). Procedure details: A solution of 2.313 g of 4-[4-acetyl-3-[2-[2-[2-(4-acetyl-3-hydroxy-2-propylphenoxy)ethoxy]ethoxy]ethoxy]-2-propylphenoxy]butanoic acid ethyl ester and 19 ml of 1.0N sodium hydroxide in 50 ml of methanol was stirred at reflux for 2 hours. Most of the methanol was removed in vacuo and the residue was acidified. The product was extracted with methylene chloride and the dried (magnesium sulfate) extract was concentrated in vacuo to give 2.058 g (93% yield) of 4-[4-acetyl-3-[2-[2-[2-(4-acetyl-3-hydr... Yield: 93.2%. Reaction SMILES: C([O:3][C:4](=[O:44])[CH2:5][CH2:6][CH2:7][O:8][C:9]1[CH:14]=[CH:13][C:12]([C:15](=[O:17])[CH3:16])=[C:11]([O:18][CH2:19][CH2:20][O:21][CH2:22][CH2:23][O:24][CH2:25][CH2:26][O:27][C:28]2[CH:33]=[CH:32][C:31]([C:34](=[O:36])[CH3:35])=[C:30]([OH:37])[C:29]=2[CH2:38][CH2:39][CH3:40])[C:10]=1[CH2:41][CH2:42][CH3:43])C.[OH-].[Na+]>CO>[C:15]([C:12]1[CH:13]=[CH:14][C:9]([O:8][CH2:7][CH2:6][CH2:5][C:4]([OH:44])=[O:3])=[C:10]([CH2:41][CH2:42][CH3:43])[C:11]=1[O:18][CH2:19][CH2:20][O:21][CH2:22][CH2:23][O:24][CH2:25][CH2:26][O:27][C:28]1[CH:33]=[CH:32][C:31]([C:34](=[O:36])[CH3:35])=[C:30]([OH:37])[C:29]=1[CH2:38][CH2:39][CH3:40])(=[O:17])[CH3:16] |f:1.2|. The product is C(C)(=O)C1=C(C(=C(OCCCC(=O)O)C=C1)CCC)OCCOCCOCCOC1=C(C(=C(C=C1)C(C)=O)O)CCC (4-[4-acetyl-3-[2-[2-[2-(4-acetyl-3-hydroxy-2-propylphenoxy)ethoxy]ethoxy]ethoxy]-2-propylphenoxy]butanoic acid). As a reaction SMILES: [CH3:45][OH:46].[ClH:27].[N+:28]([c:29]1[cH:30][c:31]([N+:32]([O-:33])=[O:34])[cH:35][cH:36][c:37]1[NH:38][NH2:39])([O-:40])=[O:41].[NH2:1][CH:2]1[CH:3]2[S:4][C:5]([C:10](=[O:11])[OH:12])([N:13]3[C:14](=[O:26])[N:15]([N:18]=[CH:19][c:20]4[cH:21][cH:22][cH:23][cH:24][cH:25]4)[CH2:16][CH2:17]3)[CH2:6][N:7]2[C:8]1=[O:9].[NH3:44].[OH2:42].[OH2:43]>>[NH2:1][CH:2]1[CH:3]2[S:4][C:5]([C:10](=[O:11])[OH:12])([N:13]3[C:14](=[O:26])[N:15]([NH:18][C:19](=[O:42])[NH2:44])[CH2:16][CH2:17]3)[CH2:6][N:7]2[C:8]1=[O:9]. Product: NC(=O)NN1CCN(C2(C(=O)O)CN3C(=O)C(N)C3S2)C1=O. Reactants: CO, Cl, NNc1ccc([N+](=O)[O-])cc1[N+](=O)[O-], NC1C(=O)N2CC(C(=O)O)(N3CCN(N=Cc4ccccc4)C3=O)SC12, N, O, O. The reactants are C(C)(C)(C)NNC(=O)OC(C)(C)C (tert-butyl 2-tert-butylhydrazinecarboxylate), ClC1=C(C(=O)N=C=O)C=C(C=C1)CNC(C(F)(F)F)=O (2-chloro-5-((2,2,2-trifluoroacetamido)methyl)benzoyl isocyanate), FC(C(=O)O)(F)F (trifluoro acetic acid). Run in C(Cl)Cl (DCM). Yields the product C(C)(C)(C)N1N=C(NC1=O)C=1C=C(CNC(C(F)(F)F)=O)C=CC1Cl (N-(3-(1-tert-Butyl-4,5-dihydro-5-oxo-1H-1,2,4-triazol-3-yl)-4-chlorobenzyl)-2,2,2-trifluoroacetamide). Isolated yield 22.1%. As a reaction SMILES: [C:1]([NH:5][NH:6]C(OC(C)(C)C)=O)([CH3:4])([CH3:3])[CH3:2].[Cl:14][C:15]1[CH:25]=[CH:24][C:23]([CH2:26][NH:27][C:28](=[O:33])[C:29]([F:32])([F:31])[F:30])=[CH:22][C:16]=1[C:17]([N:19]=[C:20]=[O:21])=O.FC(F)(F)C(O)=O>C(Cl)Cl>[C:1]([N:5]1[C:20](=[O:21])[NH:19][C:17]([C:16]2[CH:22]=[C:23]([CH:24]=[CH:25][C:15]=2[Cl:14])[CH2:26][NH:27][C:28](=[O:33])[C:29]([F:32])([F:31])[F:30])=[N:6]1)([CH3:4])([CH3:3])[CH3:2]. Procedure details: The title compound was prepared according to the procedure described in Example-83 by using tert-butyl 2-tert-butylhydrazinecarboxylate (Intermediate-74, 0.233 g, 1.2 mmol), 2-chloro-5-((2,2,2-trifluoroacetamido)methyl)benzoyl isocyanate (step-3 of Intermediate-26, 0.400 g, 1.2 mmol), DCM (10 mL), trifluoro acetic acid (5.0 mL) to afford 0.100 g of the desired product. 1H NMR (400 MHz; DMSO d6): δ 1.52 (s, 9H), 4.42 (s, 2H), 7.39 (d, 1H), 7.41 (s, 1H), 7.58 (d, J=2.1 Hz, 2H), 10.0 (br s, 1H), 12... The reactants are C(C1=CC=CC=C1)N1C(CN(CC1)CC1=CC=CC=C1)C(=O)OCCCCCC (N,N'-dibenzyl 2-n-hexyloxycarbonyl piperazine), C (charcoal). The reagents and catalysts are [Pd] (Pd). Run in C(C)O (ethanol). Reaction conditions: temperature 40 celsius, time 8 hour. Yields the product C(CCCCC)OC(=O)C1NCCNC1 (2-n-hexyloxycarbonyl piperazine). Isolated yield 91.9%. RXN SMILES: C([N:8]1[CH2:13][CH2:12][N:11](CC2C=CC=CC=2)[CH2:10][CH:9]1[C:21]([O:23][CH2:24][CH2:25][CH2:26][CH2:27][CH2:28][CH3:29])=[O:22])C1C=CC=CC=1.C>C(O)C.[Pd]>[CH2:24]([O:23][C:21]([CH:9]1[CH2:10][NH:11][CH2:12][CH2:13][NH:8]1)=[O:22])[CH2:25][CH2:26][CH2:27][CH2:28][CH3:29]. Procedure: A solution of 25 g (63.5 mmoles) of the compound prepared in step A and 200 mg Pd(10%)/charcoal in 200 ml of ethanol was treated by H2 under pressure of 2.8 bars under stirring at 40° C. overnight. After filtration, the ethanol was evaporated off under reduced pressure and the crude residue, purified on a silica gel column using MeOH/CHCl3 (5:95, in vol.) as eluent, yielded 12.5 g (92%) of the title compound as a highly hygroscopic compound. The reactants are C1COCCO1, CO, C=CC(=O)NC(C)(C)COc1ccc(Cl)cc1, c1c[nH]cn1. Product: CC(C)(COc1ccc(Cl)cc1)NC(=O)CCn1ccnc1. Reaction SMILES: [CH2:23]1[O:24][CH2:25][CH2:26][O:27][CH2:28]1.[CH3:29][OH:30].[Cl:1][c:2]1[cH:3][cH:4][c:5]([O:6][CH2:7][C:8]([CH3:9])([CH3:10])[NH:11][C:12]([CH:13]=[CH2:14])=[O:15])[cH:16][cH:17]1.[nH:18]1[cH:19][n:20][cH:21][cH:22]1>>[Cl:1][c:2]1[cH:3][cH:4][c:5]([O:6][CH2:7][C:8]([CH3:9])([CH3:10])[NH:11][C:12]([CH2:13][CH2:14][n:18]2[cH:19][n:20][cH:21][cH:22]2)=[O:15])[cH:16][cH:17]1. The reactants are C(C(=O)O)(=O)O.C1(=CC=CC=C1)C(=C1CCN(CC1)CCCOC1=CC=CC=C1)C1=CC=CC=C1 (4-(Diphenylmethylene)-1-(3-phenoxypropyl)piperidine oxalate), FC1=CC=C(C=C1)C(O)(C1CCNCC1)C1=CC=C(C=C1)F (α,α-bis (p-fluorophenyl)-4-piperidinemethanol), ClCCCOC1=CC=C(C=C1)C (1-chloro-3-(4-methylphenoxy) propane), C([O-])([O-])=O.[Na+].[Na+] (sodium carbonate), [I-].[K+] (potassium iodide), C(\C=C\C(=O)O)(=O)O (fumaric acid). The solvent is C(CCC)O (1-butanol). The product is C(\C=C\C(=O)O)(=O)O.FC1=CC=C(C=C1)C(O)(C1CCN(CC1)CCCOC1=CC=C(C=C1)C)C1=CC=C(C=C1)F (α,α-Bis(4-fluorophenyl)-1-[3-(4-methylphenoxy)propyl]-4-piperidinemethanol fumarate). The yield is 56.0%. RXN SMILES: C(O)(=O)C(O)=O.C1(C(C2C=CC=CC=2)=C2CCN(CCCOC3C=CC=CC=3)CC2)C=CC=CC=1.[F:36][C:37]1[CH:42]=[CH:41][C:40]([C:43]([C:51]2[CH:56]=[CH:55][C:54]([F:57])=[CH:53][CH:52]=2)([CH:45]2[CH2:50][CH2:49][NH:48][CH2:47][CH2:46]2)[OH:44])=[CH:39][CH:38]=1.Cl[CH2:59][CH2:60][CH2:61][O:62][C:63]1[CH:68]=[CH:67][C:66]([CH3:69])=[CH:65][CH:64]=1.C(=O)([O-])[O-].[Na+].[Na+].[I-].[K+].[C:78]([OH:85])(=[O:84])/[CH:79]=[CH:80]/[C:81]([OH:83])=[O:82]>C(O)CCC>[C:78]([OH:85])(=[O:84])/[CH:79]=[CH:80]/[C:81]([OH:83])=[O:82].[F:36][C:37]1[CH:42]=[CH:41][C:40]([C:43]([C:51]2[CH:52]=[CH:53][C:54]([F:57])=[CH:55][CH:56]=2)([CH:45]2[CH2:46][CH2:47][N:48]([CH2:59][CH2:60][CH2:61][O:62][C:63]3[CH:64]=[CH:65][C:66]([CH3:69])=[CH:67][CH:68]=3)[CH2:49][CH2:50]2)[OH:44])=[CH:39][CH:38]=1 |f:0.1,4.5.6,7.8,11.12|. Reported procedure: This compound was prepared according to the procedure used to synthesize the compound of Example 1. A mixture of 3.0 g (0.01 mole) of α,α-bis (p-fluorophenyl)-4-piperidinemethanol, 1.8 g (0.01 mole) of 1-chloro-3-(4-methylphenoxy) propane, 5.3 g (0.035 mole) of anhydrous sodium carbonate and 0.3 g of potassium iodide in 100 ml of 1-butanol gave a gum as residue. The gum was purified by column chromatography on 100 g of Florisil®. Fractions eluted with 10% acetone in benzene were combined and con... The reagents and catalysts are C1=CC=C(C=C1)P([C-]2C=CC=C2)C3=CC=CC=C3.C1=CC=C(C=C1)P([C-]2C=CC=C2)C3=CC=CC=C3.Cl[Pd]Cl.[Fe+2] (PdCl2(dppf)). The solvent is C1CCOC1 (THF), O (water), O1CCOCC1 (dioxane). Isolated yield 71.2%. Product: O=S1(CCN(CC1)CCN[C@]12[C@@H]([C@H]3CC[C@@H]4[C@]5(CC=C(C([C@@H]5CC[C@]4([C@@]3(CC1)C)C)(C)C)CCCC(=O)OC)C)[C@@H](CC2)C(=C)C)=O (methyl 4-((1R,3aS,5aR,5bR,7aR,11aS,11bR,13aR,13bR)-3a-((2-(1,1-dioxidothiomorpholino)ethyl)amino)-5a,5b,8,8,11a-pentamethyl-1-(prop-1-en-2-yl)-2,3,3a,4,5,5a,5b,6,7,7a,8,11,11a,11b,12,13,13a,13b-octadecahydro-1H-cyclopenta[a]chrysen-9-yl)butanoate). Starting materials: FC(S(=O)(=O)OC=1C([C@@H]2CC[C@]3([C@@]4(CC[C@@]5([C@@H]([C@H]4CC[C@@H]3[C@]2(CC1)C)[C@@H](CC5)C(=C)C)NCCN5CCS(CC5)(=O)=O)C)C)(C)C)(F)F ((1R,3aS,5aR,5bR,7aR,11aR,11bR,13aR,13bR)-3a-((2-(1,1-dioxidothiomorpholino)ethyl)amino)-5a,5b,8,8,11a-pentamethyl-1-(prop-1-en-2-yl)-2,3,3a,4,5,5a,5b,6,7,7a,8,11,11a,11b,12,13,13a,13b-octadecahydro-1H-cyclopenta[a]chrysen-9-yl trifluoromethanesulfonate), C(CC=C)(=O)OC (methyl but-3-enoate), C(Cl)Cl (CH2Cl2), B1C2CCCC1CCC2 (9-BBN), [O-]P(=O)([O-])[O-].[K+].[K+].[K+] (potassium phosphate tribasic). Procedure details: A solution of methyl but-3-enoate (16.7 mg, 0.167 mmol) in THF (3 mL) under argon was cooled to 0° C. and 9-BBN (0.5 M in THF) (0.356 mL, 0.178 mmol) was added dropwise. The reaction mixture was warmed to rt and was stirred for 2 h. A solution of potassium phosphate tribasic (1M) (59.0 mg, 0.278 mmol) was added to the reaction mixture followed by a solution of (1R,3aS,5aR,5bR,7aR,11aR,11bR,13aR,13bR)-3a-((2-(1,1-dioxidothiomorpholino)ethyl)amino)-5a,5b,8,8,11a-pentamethyl-1-(prop-1-en-2-yl)-2,3,... RXN SMILES: [C:1]([O:6][CH3:7])(=[O:5])[CH2:2][CH:3]=[CH2:4].B1C2CCCC1CCC2.[O-]P([O-])([O-])=O.[K+].[K+].[K+].FC(F)(F)S(O[C:31]1[C:32]([CH3:70])([CH3:69])[C@H:33]2[C@:46]([CH3:49])([CH2:47][CH:48]=1)[C@@H:45]1[C@:36]([CH3:68])([C@@:37]3([CH3:67])[C@H:42]([CH2:43][CH2:44]1)[C@H:41]1[C@H:50]([C:53]([CH3:55])=[CH2:54])[CH2:51][CH2:52][C@:40]1([NH:56][CH2:57][CH2:58][N:59]1[CH2:64][CH2:63][S:62](=[O:66])(=[O:65])[CH2:61][CH2:60]1)[CH2:39][CH2:38]3)[CH2:35][CH2:34]2)(=O)=O.C(Cl)Cl>C1COCC1.O1CCOCC1.O.C1C=CC(P(C2C=CC=CC=2)[C-]2C=CC=C2)=CC=1.C1C=CC(P(C2C=CC=CC=2)[C-]2C=CC=C2)=CC=1.Cl[Pd]Cl.[Fe+2]>[O:66]=[S:62]1(=[O:65])[CH2:63][CH2:64][N:59]([CH2:58][CH2:57][NH:56][C@:40]23[CH2:52][CH2:51][C@@H:50]([C:53]([CH3:55])=[CH2:54])[C@@H:41]2[C@@H:42]2[C@@:37]([CH3:67])([CH2:38][CH2:39]3)[C@@:36]3([CH3:68])[C@@H:45]([C@:46]4([CH3:49])[C@@H:33]([CH2:34][CH2:35]3)[C:32]([CH3:69])([CH3:70])[C:31]([CH2:4][CH2:3][CH2:2][C:1]([O:6][CH3:7])=[O:5])=[CH:48][CH2:47]4)[CH2:44][CH2:43]2)[CH2:60][CH2:61]1 |f:2.3.4.5,11.12.13.14|. Run at time 2 hour. Reactants: FC=1C=C2C=CC(=NC2=CC1F)C=CC=1C=C(C=O)C=CC1 (3-(2-(6,7-Difluoro-2-quinolinyl)ethenyl)benzaldehyde), C(=C)[Mg]Br (Vinylmagnesium bromide). Solvent: C1CCOC1 (THF), C1(=CC=CC=C1)C (toluene). Run at temperature 0 celsius, time 15 minute. The product is FC=1C=C2C=CC(=NC2=CC1F)C=CC=1C=C(C=CC1)C(C=C)O (1-(3-(2-(6,7-Difluoro-2-quinolinyl)ethenyl)phenyl)-2-propen-1-ol). Isolated yield 81.0%. RXN SMILES: [F:1][C:2]1[CH:3]=[C:4]2[C:9](=[CH:10][C:11]=1[F:12])[N:8]=[C:7]([CH:13]=[CH:14][C:15]1[CH:16]=[C:17]([CH:20]=[CH:21][CH:22]=1)[CH:18]=[O:19])[CH:6]=[CH:5]2.[CH:23]([Mg]Br)=[CH2:24]>C1(C)C=CC=CC=1.C1COCC1>[F:1][C:2]1[CH:3]=[C:4]2[C:9](=[CH:10][C:11]=1[F:12])[N:8]=[C:7]([CH:13]=[CH:14][C:15]1[CH:16]=[C:17]([CH:18]([OH:19])[CH:23]=[CH2:24])[CH:20]=[CH:21][CH:22]=1)[CH:6]=[CH:5]2. Reported procedure: The aldehyde of Step 2 (35.93 g, 122 mmol) was suspended in 360 mL of toluene and cooled to 0° C. 1.0 M Vinylmagnesium bromide in THF (135 mL) was added into the addition funnel and the whole system was degassed by applying vacuum and flushed with nitrogen 3 times. The Grignard reagent was then added slowly at 0° C. and the mixture was stirred at 0° C. for 15 min. Cold 25% aq. NH4OAc was then added and the product was extracted in hot toluene, washed with brine, and dried over Na2SO4. The cloudy...